This data is from the Open Reaction Database (ORD), a public repository of structured organic reaction records. The task is: describe an organic reaction: reactants, conditions, products, and yield Procedure details: Combine 2-methoxy-5-methylthiobenzoic acid (6.82 g, 34.4 mmol) and methanol (65 mL). Cool in an ice bath. Add slowly dropwise thionyl chloride (2.8 mL, 38 mmol). Warm to ambient temperature. After 18 hours, evaporate in vacuo to give a residue. Chromatograph the residue on silica gel eluting with 25% hexane/dichloromethane to give methyl 2-methoxy-5-methylthiobenzoate, Rf=0.06 (silica gel, 65% hexane/dichloromethane). Reaction SMILES: [CH3:1][O:2][C:3]1[CH:11]=[CH:10][C:9]([CH3:12])=[CH:8][C:4]=1[C:5]([OH:7])=[S:6].[CH3:13]O.S(Cl)(Cl)=O>CCCCCC.ClCCl>[CH3:1][O:2][C:3]1[CH:11]=[CH:10][C:9]([CH3:12])=[CH:8][C:4]=1[C:5]([O:7][CH3:13])=[S:6] |f:3.4|. Starting materials: COC1=C(C(=S)O)C=C(C=C1)C (2-methoxy-5-methylthiobenzoic acid), CO (methanol), S(=O)(Cl)Cl (thionyl chloride). Run at time 18 hour. Solvent: CCCCCC.ClCCl (hexane dichloromethane), CCCCCC.ClCCl (hexane dichloromethane). Product: COC1=C(C(=S)OC)C=C(C=C1)C (methyl 2-methoxy-5-methylthiobenzoate).